This data is from the Open Reaction Database (ORD), a public repository of structured organic reaction records. The task is: describe an organic reaction: reactants, conditions, products, and yield The reactants are BrC=1C=C2C=C(NC2=CC1)C(=O)OCC (ethyl 5-bromoindole-2-carboxylate), P(=O)(Cl)(Cl)Cl (phosphorus oxychloride), CN(C1=CC=CC=C1)C=O (N-methylformanilide). Solvent: ClCCCl (1,2-dichloroethane). Conditions: time 30 minute. Yields the product BrC=1C=C2C(=C(NC2=CC1)C(=O)OCC)C=O (Ethyl 5-Bromo-3-formylindole-2-carboxylate). The yield is 95.5%. As a reaction SMILES: P(Cl)(Cl)(Cl)=O.CN([CH:14]=[O:15])C1C=CC=CC=1.[Br:16][C:17]1[CH:18]=[C:19]2[C:23](=[CH:24][CH:25]=1)[NH:22][C:21]([C:26]([O:28][CH2:29][CH3:30])=[O:27])=[CH:20]2>ClCCCl>[Br:16][C:17]1[CH:18]=[C:19]2[C:23](=[CH:24][CH:25]=1)[NH:22][C:21]([C:26]([O:28][CH2:29][CH3:30])=[O:27])=[C:20]2[CH:14]=[O:15]. Reported procedure: In a 1 L round bottom flask 10.5 mL of phosphorus oxychloride was added to 15.5 g of N-methylformanilide at room temperature that resulted in a yellow solid after 15 min. At this time, 170 mL of 1,2-dichloroethane and 20.1 g of ethyl 5-bromoindole-2-carboxylate were added. The resulting suspension was heated under reflux for 4 hours and then concentrated to remove the organic solvent. 75 g of sodium acetate in 750 mL of water were added and the solid suspension was stirred for 30 min at room tem... Starting materials: 5-{, FC=1C=CC(=C(C1)C1(CC1)CC(C=O)(C(F)(F)F)O)OC (3-[1-(5-fluoro-2-methoxyphenyl)cycloprop-1-yl]-2-hydroxy-2-(trifluoromethyl)propanal), COC(=O)C1=NC2=CC=CC(=C2C=C1)N (5-aminoquinoline-2-carboxylic acid methyl ester). Solvent: C(C)(=O)O (acetic acid), C1(=CC=CC=C1)C (toluene). Product: COC(=O)C1=NC2=CC=CC(=C2C=C1)N=CC(CC1(CC1)C1=C(C=CC(=C1)F)OC)(C(F)(F)F)O (5-{3-[1-(5-Fluoro-2-methoxyphenyl)cycloprop-1-yl]-2-hydroxy-2-(trifluoromethyl)propylidenamino}quinoline-2-carboxylic acid methyl ester). RXN SMILES: [F:1][C:2]1[CH:3]=[CH:4][C:5]([O:20][CH3:21])=[C:6]([C:8]2([CH2:11][C:12]([OH:19])([C:15]([F:18])([F:17])[F:16])[CH:13]=O)[CH2:10][CH2:9]2)[CH:7]=1.[CH3:22][O:23][C:24]([C:26]1[CH:35]=[CH:34][C:33]2[C:28](=[CH:29][CH:30]=[CH:31][C:32]=2[NH2:36])[N:27]=1)=[O:25]>C(O)(=O)C.C1(C)C=CC=CC=1>[CH3:22][O:23][C:24]([C:26]1[CH:35]=[CH:34][C:33]2[C:28](=[CH:29][CH:30]=[CH:31][C:32]=2[N:36]=[CH:13][C:12]([OH:19])([C:15]([F:18])([F:16])[F:17])[CH2:11][C:8]2([C:6]3[CH:7]=[C:2]([F:1])[CH:3]=[CH:4][C:5]=3[O:20][CH3:21])[CH2:10][CH2:9]2)[N:27]=1)=[O:25]. Procedure: Analogously to Example 37, 306 mg (1.2 mmol) of 5-{3-[1-(5-fluoro-2-methoxyphenyl)cycloprop-1-yl]-2-hydroxy-2-(trifluoromethyl)propanal is reacted with 170 mg (0.84 mmol) of 5-aminoquinoline-2-carboxylic acid methyl ester in 4.0 ml of concentrated acetic acid and 20 ml of toluene. After working-up and purification on silica gel with hexane-ethyl acetate (0-70%), 204 mg (49% of theory) of the product is obtained.